From a dataset of the Open Reaction Database (ORD), a public repository of structured organic reaction records. describe an organic reaction: reactants, conditions, products, and yield The reactants are CNC(C)=O (N-methylacetamide), [Si](C)(C)(C(C)(C)C)Cl (t-butyldimethylsilyl chloride). Solvent: C(C)N(CC)CC (triethylamine). Conditions: time 24 hour. Yields the product CN(C(C)=O)[Si](C)(C)C(C)(C)C (N-methyl-N-t-butyldimethylsilylacetamide). RXN SMILES: [CH3:1][NH:2][C:3](=[O:5])[CH3:4].[Si:6](Cl)([C:9]([CH3:12])([CH3:11])[CH3:10])([CH3:8])[CH3:7]>C(N(CC)CC)C>[CH3:1][N:2]([Si:6]([C:9]([CH3:12])([CH3:11])[CH3:10])([CH3:8])[CH3:7])[C:3](=[O:5])[CH3:4]. Procedure details: To a vigorously stirred solution of 73.1 g (1.0 mole) N-methylacetamide dissolved in 1400 ml of dry triethylamine was added 196 g (1.30 mole) of t-butyldimethylsilyl chloride. The flask was purged with dry nitrogen and then equipped with a drying tube. Hard stirring of the mixture was continued for 24 hours at room temperature. Then, under a layer of dry air, the reaction mixture was filtered to remove the precipitate of triethylamine hydrochloride. The resulting filter cake was then washed thre...